From a dataset of the Open Reaction Database (ORD), a public repository of structured organic reaction records. describe an organic reaction: reactants, conditions, products, and yield The reactants are CC1CC(CC(C1)=O)=O (5-methyl-1,3-cyclohexanedione), C(C)(=O)O (acetic acid), ON=C(C(C)=O)C1=CC=NC=C1 (1-hydroxyimino-1-(4-pyridyl)-2-propanone), [OH-].[Na+] (NaOH). The reagents and catalysts are [Zn] (zinc). Run in O (H2O), CCOC(=O)C (EtOAc). The product is CC1=C(NC=2CC(CC(C12)=O)C)C1=CC=NC=C1 (3,6-Dimethyl-4-oxo-2-(4-pyridyl)-4,5,6,7-tetrahydro-1H-indole). Yield: 17.0%. Reaction SMILES: O[N:2]=[C:3]([C:7]1[CH:12]=[CH:11][N:10]=[CH:9][CH:8]=1)[C:4](=O)[CH3:5].[CH3:13][CH:14]1[CH2:19][C:18](=[O:20])[CH2:17][C:16](=O)[CH2:15]1.C(O)(=O)C.[OH-].[Na+]>[Zn].CCOC(C)=O.O>[CH3:5][C:4]1[C:17]2[C:18](=[O:20])[CH2:19][CH:14]([CH3:13])[CH2:15][C:16]=2[NH:2][C:3]=1[C:7]1[CH:12]=[CH:11][N:10]=[CH:9][CH:8]=1 |f:3.4|. Procedure: According to the literature procedure (Chiswell, B. Inorganica Chimica Acta. 1972, 629), a mixture of 1-hydroxyimino-1-(4-pyridyl)-2-propanone (Tanaka, A et. al., Chem. Pharm. Bull., 1992, 40, 3206) (0.49 g, 3.0 mmol), 5-methyl-1,3-cyclohexanedione (0.38 g, 3.0 mmol), glacial acetic acid (2.4 mL) and H2O (0.6 mL) was stirred vigorously at room temperature. To this flask, zinc dust (0.6 g) was added slowly keeping the temperature below 60° C. Afer addition, the resulting brown solution was heated... The reactants are [Br-], CC(=O)[O-], CC(=O)[O-], CC(=O)[O-], CCCC[N+](CCCC)(CCCC)CCCC, CCCCCC, CCOC(C)=O, O=C(c1c(I)ccnc1F)C1CC=CC1, [K+], CN(C)C=O, O, [Pd+2], c1ccc(P(c2ccccc2)c2ccccc2)cc1. Yields the product O=C1c2c(ccnc2F)C2C=CC1C2. RXN SMILES: [Br-:45].[C:63]([O-:64])(=[O:65])[CH3:66].[C:68]([O-:69])(=[O:70])[CH3:71].[CH3:17][C:18](=[O:19])[O-:20].[CH3:46][CH2:47][CH2:48][CH2:49][N+:50]([CH2:51][CH2:52][CH2:53][CH3:54])([CH2:55][CH2:56][CH2:57][CH3:58])[CH2:59][CH2:60][CH2:61][CH3:62].[CH3:73][CH2:74][CH2:75][CH2:76][CH2:77][CH3:78].[CH3:79][CH2:80][O:81][C:82](=[O:83])[CH3:84].[CH:1]1([C:6](=[O:7])[c:8]2[c:9]([F:15])[n:10][cH:11][cH:12][c:13]2[I:14])[CH2:2][CH:3]=[CH:4][CH2:5]1.[K+:16].[O:40]=[CH:41][N:42]([CH3:43])[CH3:44].[OH2:72].[Pd+2:67].[c:21]1([P:22]([c:23]2[cH:24][cH:25][cH:26][cH:27][cH:28]2)[c:29]2[cH:30][cH:31][cH:32][cH:33][cH:34]2)[cH:35][cH:36][cH:37][cH:38][cH:39]1>>[CH:1]12[CH:2]=[CH:3][CH:4]([CH2:5]1)[c:13]1[c:8]([c:9]([F:15])[n:10][cH:11][cH:12]1)[C:6]2=[O:7]. Starting materials: C1CCOC1, O=Cc1cccc(O)c1, OCCc1coc(-c2ccccc2)n1, c1ccc(P(c2ccccc2)c2ccccc2)cc1. Yields the product O=Cc1cccc(OCCc2coc(-c3ccccc3)n2)c1. RXN SMILES: [CH2:43]1[O:44][CH2:45][CH2:46][CH2:47]1.[OH:1][c:2]1[cH:3][c:4]([CH:5]=[O:6])[cH:7][cH:8][cH:9]1.[c:10]1(-[c:16]2[o:17][cH:18][c:19]([CH2:21][CH2:22][OH:23])[n:20]2)[cH:11][cH:12][cH:13][cH:14][cH:15]1.[c:24]1([P:25]([c:26]2[cH:27][cH:28][cH:29][cH:30][cH:31]2)[c:32]2[cH:33][cH:34][cH:35][cH:36][cH:37]2)[cH:38][cH:39][cH:40][cH:41][cH:42]1>>[O:1]([c:2]1[cH:3][c:4]([CH:5]=[O:6])[cH:7][cH:8][cH:9]1)[CH2:22][CH2:21][c:19]1[cH:18][o:17][c:16](-[c:10]2[cH:11][cH:12][cH:13][cH:14][cH:15]2)[n:20]1. The reactants are CS(=O)(=O)O (Methanesulfonic acid), C(#N)C=1N(C=CC1)C=1C=C(C(=O)N=C(N)N)C=C(C1)C(=O)N=C(N)N (2-[3-(2-cyanopyrrol-1-yl)-5-(diaminomethyleneaminocarbonyl) benzoyl]guanidine). The solvent is CO (methanol). Reaction conditions: time 1 hour. Yields the product CS(=O)(=O)O.CS(=O)(=O)O.C(#N)C=1N(C=CC1)C=1C=C(C(=O)N=C(N)N)C=C(C1)C(=O)N=C(N)N (2-[3-(2-cyanopyrrol-1-yl) -5-(diaminomethyleneaminocarbonyl)benzoyl]guanidine dimethanesulfonate). RXN SMILES: [CH3:1][S:2]([OH:5])(=[O:4])=[O:3].[C:6]([C:8]1[N:9]([C:13]2[CH:14]=[C:15]([CH:22]=[C:23]([C:25]([N:27]=[C:28]([NH2:30])[NH2:29])=[O:26])[CH:24]=2)[C:16]([N:18]=[C:19]([NH2:21])[NH2:20])=[O:17])[CH:10]=[CH:11][CH:12]=1)#[N:7]>CO>[CH3:1][S:2]([OH:5])(=[O:4])=[O:3].[CH3:1][S:2]([OH:5])(=[O:4])=[O:3].[C:6]([C:8]1[N:9]([C:13]2[CH:24]=[C:23]([CH:22]=[C:15]([C:16]([N:18]=[C:19]([NH2:21])[NH2:20])=[O:17])[CH:14]=2)[C:25]([N:27]=[C:28]([NH2:29])[NH2:30])=[O:26])[CH:10]=[CH:11][CH:12]=1)#[N:7] |f:3.4.5|. Procedure details: Methanesulfonic acid (0.5 ml) was added to a solution of 2-[3-(2-cyanopyrrol-1-yl)-5-(diaminomethyleneaminocarbonyl) benzoyl]guanidine (0.8 g) in methanol (16 ml) and the whole was stirred for 1 hour at ambient temperature. The isolated precipitate was collected by filtration and recrystallized from water to give 2-[3-(2-cyanopyrrol-1-yl) -5-(diaminomethyleneaminocarbonyl)benzoyl]guanidine dimethanesulfonate (0.65 g). The reactants are COC[C@@H](OC=1C=C(C=C(C1)OC=1C=NC(=CC1)S(=O)(=O)C)C1=CC=C(N1)C(=O)O)C (5-(3-[(1S)-2-Methoxy-1-methylethoxy]-5-{[6-(methylsulfonyl)pyridin-3-yl]oxy}phenyl)-1H-pyrrole-2-carboxylic acid), N[C@@H](CO)CC ((R)-(−)-2-amino-1-butanol), C=1C=CC2=C(C1)N=NN2O.O (HOBT•H2O), CN1CCOCC1 (N-methylmorpholine), CCN=C=NCCCN(C)C.Cl (WSCI•HCl). The solvent is C(Cl)Cl (methylene chloride), C(Cl)Cl (methylene chloride). Conditions: time 6 hour. Product: OC[C@@H](CC)NC(=O)C=1NC(=CC1)C1=CC(=CC(=C1)OC=1C=NC(=CC1)S(=O)(=O)C)O[C@H](COC)C (N-[(1R)-1-(Hydroxymethyl)propyl]-5-(3-[(1S)-2-methoxy-1-methylethoxy]-5-{[6-(methylsulfonyl)pyridin-3-yl]oxy}phenyl)-1H-pyrrole-2-carboxamide). Yield: 84.8%. Reaction SMILES: [CH3:1][O:2][CH2:3][C@H:4]([CH3:31])[O:5][C:6]1[CH:7]=[C:8]([C:23]2[NH:27][C:26]([C:28]([OH:30])=O)=[CH:25][CH:24]=2)[CH:9]=[C:10]([O:12][C:13]2[CH:14]=[N:15][C:16]([S:19]([CH3:22])(=[O:21])=[O:20])=[CH:17][CH:18]=2)[CH:11]=1.[NH2:32][C@H:33]([CH2:36][CH3:37])[CH2:34][OH:35].C1C=CC2N(O)N=NC=2C=1.O.CN1CCOCC1.CCN=C=NCCCN(C)C.Cl>C(Cl)Cl>[OH:35][CH2:34][C@H:33]([NH:32][C:28]([C:26]1[NH:27][C:23]([C:8]2[CH:9]=[C:10]([O:12][C:13]3[CH:14]=[N:15][C:16]([S:19]([CH3:22])(=[O:20])=[O:21])=[CH:17][CH:18]=3)[CH:11]=[C:6]([O:5][C@@H:4]([CH3:31])[CH2:3][O:2][CH3:1])[CH:7]=2)=[CH:24][CH:25]=1)=[O:30])[CH2:36][CH3:37] |f:2.3,5.6|. Procedure: 5-(3-[(1S)-2-Methoxy-1-methylethoxy]-5-{[6-(methylsulfonyl)pyridin-3-yl]oxy}phenyl)-1H-pyrrole-2-carboxylic acid (1.20 g, 2.69 mmol) synthesized in Example (78k), (R)-(−)-2-amino-1-butanol (0.38 mL, 4.03 mmol), HOBT•H2O (0.44 g, 3.23 mmol) and N-methylmorpholine (0.59 mL, 5.38 mmol) were dissolved in methylene chloride (30 mL), and WSCI•HCl (0.62 g, 3.23 mmol) was added at room temperature, followed by stirring for 6 hours under nitrogen atmosphere. The reaction solution was diluted with methyle... Reactants: CC1=C(N=C(O1)C1=CC=CC=C1)CCOC1=CC=C(C=C1)CCC(=O)O (3-[4-[2-(5-methyl-2-phenyl-4-oxazolyl)ethoxy]phenyl]propionic acid), S(=O)(Cl)Cl (thionyl chloride), S(=O)(Cl)Cl (thionyl chloride), C(C)(=O)N (acetamide). Run in CO (Methanol). Run at temperature 100 celsius. The product is C(C)(=O)NC(CCC1=CC=C(C=C1)OCCC=1N=C(OC1C)C1=CC=CC=C1)=O (N-Acetyl-3-[4-[2-(5-methyl-2-phenyl-4-oxazolyl)ethoxy]phenyl]propionamide). The yield is 32.3%. Reaction SMILES: [CH3:1][C:2]1[O:6][C:5]([C:7]2[CH:12]=[CH:11][CH:10]=[CH:9][CH:8]=2)=[N:4][C:3]=1[CH2:13][CH2:14][O:15][C:16]1[CH:21]=[CH:20][C:19]([CH2:22][CH2:23][C:24](O)=[O:25])=[CH:18][CH:17]=1.S(Cl)(Cl)=O.[C:31]([NH2:34])(=[O:33])[CH3:32]>CO>[C:31]([NH:34][C:24](=[O:25])[CH2:23][CH2:22][C:19]1[CH:18]=[CH:17][C:16]([O:15][CH2:14][CH2:13][C:3]2[N:4]=[C:5]([C:7]3[CH:12]=[CH:11][CH:10]=[CH:9][CH:8]=3)[O:6][C:2]=2[CH3:1])=[CH:21][CH:20]=1)(=[O:33])[CH3:32]. Procedure details: To 3-[4-[2-(5-methyl-2-phenyl-4-oxazolyl)ethoxy]phenyl]propionic acid (1.50 g, 4.27 mmol) obtained in Example 17 was added thionyl chloride (2.0 ml), and the mixture was stirred under heating for 1 hr at 100° C. Excess thionyl chloride was evaporated under reduced pressure and acetamide (504 mg, 8.54 mmol) was added to the obtained residue. The mixture was stirred under heating for 1 hr at 120° C. Methanol (5 ml) was added, and the reaction mixture was stirred for 10 min and concentrated under r...